describe an organic reaction: reactants, conditions, products, and yield From a dataset of the Open Reaction Database (ORD), a public repository of structured organic reaction records. The product is C1(=CC=CC=C1)C(C)N1C(OC=2C1=NC(=CN2)C2=C1C=CC=NC1=CC=C2)=O (3-(1-PHENYL-ETHYL)-5-QUINOLIN-5-YL-3H-OXAZOLO[4,5-B]PYRAZIN-2-ONE). Procedure details: 3-(1-Phenyl-ethyl)-5-quinolin-5-yl-3H-oxazole[4,5-b]pyrazin-2-one. 3-(1-Phenyl-ethylamino)-5-quinolin-5-yl-1H-pyrazin-2-one (50 mg, 0.15 mmol), 1,1′-carbonyldiimidazole (470 mg, 1.5 mmol), and dioxane (5 mL) were heated together in a pressure tube to 150° C. for 20 hours. The reaction was filtered through celite, rinsed with EtOAc, and then concentrated. The residue was purified via Biotage silica gel chromatography (0-100% ethyl acetate in hexanes). The product factions were concentrated and th... Run in O1CCOCC1 (dioxane). Starting materials: C1(=CC=CC=C1)C(C)NC=1C(NC=C(N1)C1=C2C=CC=NC2=CC=C1)=O (3-(1-Phenyl-ethylamino)-5-quinolin-5-yl-1H-pyrazin-2-one), C(=O)(N1C=NC=C1)N1C=NC=C1 (1,1′-carbonyldiimidazole), 3-(1-Phenyl-ethyl)-5-quinolin-5-yl-3H-oxazole[4,5-b]pyrazin-2-one. Isolated yield 52.0%. RXN SMILES: [C:1]1([CH:7]([NH:9][C:10]2[C:11](=[O:26])[NH:12][CH:13]=[C:14]([C:16]3[CH:25]=[CH:24][CH:23]=[C:22]4[C:17]=3[CH:18]=[CH:19][CH:20]=[N:21]4)[N:15]=2)[CH3:8])[CH:6]=[CH:5][CH:4]=[CH:3][CH:2]=1.[C:27](N1C=CN=C1)(N1C=CN=C1)=[O:28]>O1CCOCC1>[C:1]1([CH:7]([N:9]2[C:10]3=[N:15][C:14]([C:16]4[CH:25]=[CH:24][CH:23]=[C:22]5[C:17]=4[CH:18]=[CH:19][CH:20]=[N:21]5)=[CH:13][N:12]=[C:11]3[O:26][C:27]2=[O:28])[CH3:8])[CH:2]=[CH:3][CH:4]=[CH:5][CH:6]=1. Conditions: temperature 70 celsius. The solvent is CN(C=O)C (N,N-dimethylformamide). Product: Cl.Cl.Cl.C(C1=CC=CC=C1)(C1=CC=CC=C1)N1CCN(CC1)CC=1N=C(SC1)C (4-(4-benzhydrylpiperazin-1-ylmethyl)-2-methylthiazole trihydrochloride). The reactants are ice water, Cl.ClCC=1N=C(SC1)C (4-chloromethyl-2-methylthiazole hydrochloride), C(C1=CC=CC=C1)(C1=CC=CC=C1)N1CCNCC1 (1-benzhydrylpiperazine), C([O-])([O-])=O.[K+].[K+] (potassium carbonate), Cl (hydrochloride). Reported procedure: A mixture of 4-chloromethyl-2-methylthiazole hydrochloride (1.84 g), 1-benzhydrylpiperazine (2.52 g) and potassium carbonate (2.7 g) in N,N-dimethylformamide (15 ml) was stirred at 70° C. for an hour. After the reaction mixture was poured into ice-water, it was extracted with ethyl acetate. The extract was washed with water, dried over anhydrous magnesium sulfate and then evaporated to give a residue, which was transformed into its hydrochloride in a conventional manner, followed by recrystalliz... Yield: 84.6%. RXN SMILES: [ClH:1].[Cl:2][CH2:3][C:4]1[N:5]=[C:6]([CH3:9])[S:7][CH:8]=1.[CH:10]([N:23]1[CH2:28][CH2:27][NH:26][CH2:25][CH2:24]1)([C:17]1[CH:22]=[CH:21][CH:20]=[CH:19][CH:18]=1)[C:11]1[CH:16]=[CH:15][CH:14]=[CH:13][CH:12]=1.C(=O)([O-])[O-].[K+].[K+].Cl>CN(C)C=O>[ClH:2].[ClH:1].[ClH:2].[CH:10]([N:23]1[CH2:28][CH2:27][N:26]([CH2:3][C:4]2[N:5]=[C:6]([CH3:9])[S:7][CH:8]=2)[CH2:25][CH2:24]1)([C:17]1[CH:22]=[CH:21][CH:20]=[CH:19][CH:18]=1)[C:11]1[CH:16]=[CH:15][CH:14]=[CH:13][CH:12]=1 |f:0.1,3.4.5,8.9.10.11|.